From a dataset of the Open Reaction Database (ORD), a public repository of structured organic reaction records. describe an organic reaction: reactants, conditions, products, and yield The reactants are [Na] (sodium), C(CC(=O)[O-])(=O)OC(C)(C)C (mono-tert-butyl malonate), C12C(CC(C=C1)CC2)C(=O)Cl (bicyclo[2,2,2]oct-5-ene-2-carbonyl chloride). Yields the product C(CC(=O)OC(C)(C)C)(=O)OC(=O)C1C2C=CC(C1)CC2 (bicyclo[2,2,2]oct-5-ene-2-carbonyl mono-tert-butyl malonate). Yield: 84.8%. As a reaction SMILES: [Na].[C:2]([O:8][C:9]([CH3:12])([CH3:11])[CH3:10])(=[O:7])[CH2:3][C:4]([O-:6])=[O:5].[CH:13]12[CH2:20][CH2:19][CH:16]([CH:17]=[CH:18]1)[CH2:15][CH:14]2[C:21](Cl)=[O:22]>>[C:4]([O:6][C:21]([CH:14]1[CH2:15][CH:16]2[CH2:19][CH2:20][CH:13]1[CH:18]=[CH:17]2)=[O:22])(=[O:5])[CH2:3][C:2]([O:8][C:9]([CH3:12])([CH3:11])[CH3:10])=[O:7] |^1:0|. Procedure details: To a solution of sodium salt of mono-tert-butyl malonate (20.4 g) prepared according to the same procedure as in Example 4, bicyclo[2,2,2]oct-5-ene-2-carbonyl chloride (17.1 g) obtained in Preparation Example 2 is slowly added, and the reaction mixture is reacted at −20° C. in a nitrogen atmosphere for 1 hour, and further reacted at 40° C. for 6 hours. Then, the mixture is worked up as in the procedure of Example 1, to obtain 25 g of the pure title compound (purity: 99%, yield: 84%). The reactants are solution, CCOC(=O)/N=N/C(=O)OCC (diethylazodicarboxylate), C1(=CC=CC=C1)C (toluene), C(C)(C)(C)OC(N[C@@H](C(C)C)CO)=O (((1S)-1-hydroxymethyl-2-methylpropyl)carbamic acid t-butyl ester), C1(=CC=CC=C1)P(=O)(C1=CC=CC=C1)N=[N+]=[N-] (diphenylphosphoryl azide), C1(=CC=CC=C1)P(C1=CC=CC=C1)C1=CC=CC=C1 (triphenylphosphine). Run in O1CCCC1 (tetrahydrofuran). Yields the product C(C)(C)(C)OC(N[C@@H](C(C)C)CN=[N+]=[N-])=O (((1S)-1-azidomethyl-2-methylpropyl)carbamic acid t-butyl ester). Isolated yield 96.5%. Reaction SMILES: [C:1]([O:5][C:6](=[O:14])[NH:7][C@H:8]([CH2:12]O)[CH:9]([CH3:11])[CH3:10])([CH3:4])([CH3:3])[CH3:2].C1(P([N:29]=[N+:30]=[N-:31])(C2C=CC=CC=2)=O)C=CC=CC=1.C1(P(C2C=CC=CC=2)C2C=CC=CC=2)C=CC=CC=1.CCOC(/N=N/C(OCC)=O)=O.C1(C)C=CC=CC=1>O1CCCC1>[C:1]([O:5][C:6](=[O:14])[NH:7][C@H:8]([CH2:12][N:29]=[N+:30]=[N-:31])[CH:9]([CH3:11])[CH3:10])([CH3:4])([CH3:3])[CH3:2]. Procedure details: To a solution of ((1S)-1-hydroxymethyl-2-methylpropyl)carbamic acid t-butyl ester (3.00 g, 14.8 mmol) (obtained as described in Reference Example 61(1)) in tetrahydrofuran (150 ml) were added diphenylphosphoryl azide (4.78 ml, 22.2 mmol), triphenylphosphine (5.82 g, 22.2 mmol) and a 40% solution of diethylazodicarboxylate in toluene (9.67 g, 22.2 mmol) in an ice bath under an atmosphere of nitrogen, and the mixture was stirred for 2 hours under the same conditions. After checking the completion ... The reactants are ClCC1=NC(=NO1)C=1N=CN2C1CN(C(C1=C2C=CC(=C1)F)=O)C (3-(5-chloromethyl-1,2,4-oxadiazol-3-yl)-8-fluoro-5-methyl-5,6-dihydro-4H-imidazo[1,5-a][1,4]benzodiazepin-6-one), C1(CC1)N (cyclopropylamine). Solvent: CN(C=O)C (N,N-dimethylformamide). The product is C1(CC1)NCC1=NC(=NO1)C=1N=CN2C1CN(C(C1=C2C=CC(=C1)F)=O)C (3-(5-cyclopropylaminomethyl-1,2,4-oxadiazol-3-yl)-8-fluoro-5-methyl-5,6-dihydro-4H-imidazo[1,5-a][1,4]benzodiazepin-6-one). The yield is 63.5%. As a reaction SMILES: Cl[CH2:2][C:3]1[O:7][N:6]=[C:5]([C:8]2[N:9]=[CH:10][N:11]3[C:17]4[CH:18]=[CH:19][C:20]([F:22])=[CH:21][C:16]=4[C:15](=[O:23])[N:14]([CH3:24])[CH2:13][C:12]=23)[N:4]=1.[CH:25]1([NH2:28])[CH2:27][CH2:26]1>CN(C)C=O>[CH:25]1([NH:28][CH2:2][C:3]2[O:7][N:6]=[C:5]([C:8]3[N:9]=[CH:10][N:11]4[C:17]5[CH:18]=[CH:19][C:20]([F:22])=[CH:21][C:16]=5[C:15](=[O:23])[N:14]([CH3:24])[CH2:13][C:12]=34)[N:4]=2)[CH2:27][CH2:26]1. Procedure: 1.7 g (5 mmol) of 3-(5-chloromethyl-1,2,4-oxadiazol-3-yl)-8-fluoro-5-methyl-5,6-dihydro-4H-imidazo[1,5-a][1,4]benzodiazepin-6-one were stirred at room temperature for 2 hours with 5 ml (7.2 mmol) of cyclopropylamine and 15 ml of N,N-dimethylformamide. After evaporation of the reaction mixture the residue was taken up in methylene chloride and washed with aqueous ammonia. After drying the organic phase over magnesium sulfate, evaporation of the solvent and recrystallization of the residue from et... Reaction SMILES: [F:1][C:2]1[CH:3]=[C:4]([CH:44]=[CH:45][CH:46]=1)[CH2:5][CH2:6][N:7]1[CH:11]=[C:10]([C:12]2[C:20]3[C:15](=[N:16][CH:17]=[C:18]([C:21]4[CH:22]=[CH:23][C:24]([O:32][CH3:33])=[C:25]([NH:27][S:28]([CH3:31])(=[O:30])=[O:29])[CH:26]=4)[CH:19]=3)[N:14](S(C3C=CC(C)=CC=3)(=O)=O)[CH:13]=2)[CH:9]=[N:8]1.[OH-].[Li+]>C1COCC1.CO.O>[F:1][C:2]1[CH:3]=[C:4]([CH:44]=[CH:45][CH:46]=1)[CH2:5][CH2:6][N:7]1[CH:11]=[C:10]([C:12]2[C:20]3[C:15](=[N:16][CH:17]=[C:18]([C:21]4[CH:22]=[CH:23][C:24]([O:32][CH3:33])=[C:25]([NH:27][S:28]([CH3:31])(=[O:29])=[O:30])[CH:26]=4)[CH:19]=3)[NH:14][CH:13]=2)[CH:9]=[N:8]1 |f:1.2,3.4.5|. Yields the product FC=1C=C(CCN2N=CC(=C2)C2=CNC3=NC=C(C=C32)C=3C=CC(=C(C3)NS(=O)(=O)C)OC)C=CC1 (N-(5-(3-(1-(3-fluorophenethyl)-1H-pyrazol-4-yl)-1H-pyrrolo[2,3-b]pyridin-5-yl)-2-methoxyphenyl)methanesulfonamide). Yield: 38.7%. The solvent is C1CCOC1.CO.O (THF methanol water). Reactants: step-iii, FC=1C=C(CCN2N=CC(=C2)C2=CN(C3=NC=C(C=C32)C=3C=CC(=C(C3)NS(=O)(=O)C)OC)S(=O)(=O)C3=CC=C(C)C=C3)C=CC1 (N-(5-(3-(1-(3-fluorophenethyl)-1H-pyrazol-4-yl)-1-tosyl-1H-pyrrolo[2,3-b]pyridin-5-yl)-2-methoxyphenyl)methane sulfonamide), [OH-].[Li+] (lithium hydroxide). Procedure details: Using similar reaction conditions as described in step-iii of example-1, N-(5-(3-(1-(3-fluorophenethyl)-1H-pyrazol-4-yl)-1-tosyl-1H-pyrrolo[2,3-b]pyridin-5-yl)-2-methoxyphenyl)methane sulfonamide (27 mg, 0.0409 mmol) was hydrolyzed by lithium hydroxide (34 mg, 0.818 mmol) in THF/methanol/water (2/2/1 ml) to yield 8 mg (40.0% yield) of the titled compound. 1H NMR (DMSO-d6, 300 MHz): δ 11.7 (s, 1H), 9.04 (s, 1H), 8.43-8.42 (d, 1H), 8.176-8.170 (d, 1H), 8.13 (s, 1H), 7.87 (s, 1H), 7.69-7.68 (d, 1H)... The reactants are NCC=1C=NC=CC1 (3-(Aminomethyl)pyridine), ClC1=CC(=CC2=C1OC1=C(S(C2)(=O)=O)C=C(C=C1C)C(=O)O)S(=O)(=O)Cl (4-Chloro-2-chlorosulfonyl-6-methyl-10,10-dioxo-10,11-dihydro-5-oxa-10lambda*6*-thia-dibenzo[a,d]cycloheptene-8-carboxylic acid), O (water). Run in C(C)(=O)OCC (ethyl acetate). Conditions: time 15 hour. Product: ClC1=CC(=CC2=C1OC1=C(S(C2)(=O)=O)C=C(C=C1C)C(=O)O)S(NCC=1C=NC=CC1)(=O)=O (4-Chloro-6-methyl-10,10-dioxo-2-[(pyridin-3-ylmethyl)-sulfamoyl]-10,11-dihydro-5-oxa-10lambda*6*-thia-dibenzo[a,d]cycloheptene-8-carboxylic acid). Reaction SMILES: [NH2:1][CH2:2][C:3]1[CH:4]=[N:5][CH:6]=[CH:7][CH:8]=1.[Cl:9][C:10]1[C:15]2[O:16][C:17]3[C:26]([CH3:27])=[CH:25][C:24]([C:28]([OH:30])=[O:29])=[CH:23][C:18]=3[S:19](=[O:22])(=[O:21])[CH2:20][C:14]=2[CH:13]=[C:12]([S:31](Cl)(=[O:33])=[O:32])[CH:11]=1.O>C(OCC)(=O)C>[Cl:9][C:10]1[C:15]2[O:16][C:17]3[C:26]([CH3:27])=[CH:25][C:24]([C:28]([OH:30])=[O:29])=[CH:23][C:18]=3[S:19](=[O:22])(=[O:21])[CH2:20][C:14]=2[CH:13]=[C:12]([S:31](=[O:32])(=[O:33])[NH:1][CH2:2][C:3]2[CH:4]=[N:5][CH:6]=[CH:7][CH:8]=2)[CH:11]=1. Procedure: 3-(Aminomethyl)pyridine (0.22 mL, 2.1 mmol) was added to a suspension of Example 49j (0.8 g, 1.8 mmol) in ethyl acetate (40 mL). The reaction mixture was stirred at room temperature for 15 h, treated with water and extracted with butanol. The organic layer was washed with water, dried, concentrated and purified using flash chromatography (silica gel, methanol/chloroform) to obtain the title compound. Yield: 0.2 g, (20%); 1H NMR (DMSO-d6): δ 2.69 (s, 3H, CH3), 4.18 (d, 2H, CH2), 5.45 (s, 2H, CH2)... The reactants are CNCc1csc(NC(=O)NCc2ccc(Cl)s2)n1, CNc1ccc(F)s1. The product is CNCc1csc(NC(=O)NCc2ccc(F)s2)n1. As a reaction SMILES: [Cl:1][c:2]1[cH:3][cH:4][c:5]([CH2:7][NH:8][C:9](=[O:10])[NH:11][c:12]2[s:13][cH:14][c:15]([CH2:17][NH:18][CH3:19])[n:16]2)[s:6]1.[F:20][c:21]1[s:22][c:23]([NH:24][CH3:25])[cH:26][cH:27]1>>[c:2]1([F:20])[cH:3][cH:4][c:5]([CH2:7][NH:8][C:9](=[O:10])[NH:11][c:12]2[s:13][cH:14][c:15]([CH2:17][NH:18][CH3:19])[n:16]2)[s:6]1.